From a dataset of the Open Reaction Database (ORD), a public repository of structured organic reaction records. describe an organic reaction: reactants, conditions, products, and yield Reactants: ClC=1C=NC=C(C1C)Cl (3,5-dichloro-4-methylpyridine), C1(CCCC1)OC1=CC(=NC=C1OC)C=O (4-cyclopentyloxy-5-methoxypyridine-2-carboxaldehyde), C(CCC)[Li] (n-Butyllithium), C(C)(C)NC(C)C (diisopropylamine). Run in [Cl-].[NH4+] (ammonium chloride), O1CCCC1 (tetrahydrofuran), O1CCCC1 (tetrahydrofuran), O1CCCC1 (tetrahydrofuran). Run at time 30 minute. The product is C1(CCCC1)OC1=CC(=NC=C1OC)C(CC1=C(C=NC=C1Cl)Cl)O ((±)-1-(4-cyclopentyloxy-5-methoxypyridin-2-yl)-2-(3,5-dichloropyridin-4-yl)ethanol). The yield is 49.0%. As a reaction SMILES: C([Li])CCC.C(NC(C)C)(C)C.[Cl:13][C:14]1[CH:15]=[N:16][CH:17]=[C:18]([Cl:21])[C:19]=1[CH3:20].[CH:22]1([O:27][C:28]2[C:33]([O:34][CH3:35])=[CH:32][N:31]=[C:30]([CH:36]=[O:37])[CH:29]=2)[CH2:26][CH2:25][CH2:24][CH2:23]1>O1CCCC1.[Cl-].[NH4+]>[CH:22]1([O:27][C:28]2[C:33]([O:34][CH3:35])=[CH:32][N:31]=[C:30]([CH:36]([OH:37])[CH2:20][C:19]3[C:18]([Cl:21])=[CH:17][N:16]=[CH:15][C:14]=3[Cl:13])[CH:29]=2)[CH2:23][CH2:24][CH2:25][CH2:26]1 |f:5.6|. Reported procedure: n-Butyllithium (3.21 mL of 2.5 M solution) is added to a solution of diisopropylamine (1.15 mL) in dry tetrahydrofuran (25 mL) with the temperature being maintained below −60° C. After 30 min a solution of 3,5-dichloro-4-methylpyridine (1.21 g) in tetrahydrofuran (7 mL) is added dropwise and the mixture stirred for a further 30 min. A solution of 4-cyclopentyloxy-5-methoxypyridine-2-carboxaldehyde (1.65 g) in tetrahydrofuran (7 mL) is added and the mixture stirred for 4 hours whilst being allowe...